Dataset: the Open Reaction Database (ORD), a public repository of structured organic reaction records. Task: describe an organic reaction: reactants, conditions, products, and yield The reactants are OC1=CC(=C(C=O)C(=C1)C)C (4-hydroxy-2,6-dimethyl-benzaldehyde), C(C1=CC=CC=C1)Br (benzyl bromide), C([O-])([O-])=O.[K+].[K+] (potassium carbonate). Product: C(C1=CC=CC=C1)OC1=CC(=C(C=O)C(=C1)C)C (4-benzyloxy-2,6-dimethyl-benzaldehyde). RXN SMILES: [OH:1][C:2]1[CH:9]=[C:8]([CH3:10])[C:5]([CH:6]=[O:7])=[C:4]([CH3:11])[CH:3]=1.[CH2:12](Br)[C:13]1[CH:18]=[CH:17][CH:16]=[CH:15][CH:14]=1.C(=O)([O-])[O-].[K+].[K+]>>[CH2:12]([O:1][C:2]1[CH:3]=[C:4]([CH3:11])[C:5]([CH:6]=[O:7])=[C:8]([CH3:10])[CH:9]=1)[C:13]1[CH:18]=[CH:17][CH:16]=[CH:15][CH:14]=1 |f:2.3.4|. Procedure: In analogy to the procedure described in example 23 a], 4-hydroxy-2,6-dimethyl-benzaldehyde was reacted with benzyl bromide in the presence of potassium carbonate to yield 4-benzyloxy-2,6-dimethyl-benzaldehyde as orange liquid. Starting materials: 3-methyl-4-chloride-5-phenyl-2(5H)— furanone, C([O-])([O-])=O.[K+].[K+] (potassium carbonate), COOB(O)C1=CC=CC=C1 (methoxyphenyl boronic acid), C1(CCCCC1)P(C1=C(C=C(C=C1OC)OC)OC)C1CCCCC1 (dicyclohexyl(2,4,6-trimethoxyphenyl)phosphine). The reagents and catalysts are C(C)(=O)[O-].[Pd+2].C(C)(=O)[O-] (palladium acetate). Solvent: C1(=CC=CC=C1)C (toluene). The product is CC=1C(OC(C1C1=C(C=CC=C1)OC)C1=CC=CC=C1)=O (3-methyl-4-(methoxyphenyl)-5-phenyl-2(5H)— furanone). Isolated yield 100.0%. Reaction SMILES: COOB([C:6]1[CH:11]=[CH:10][CH:9]=[CH:8][CH:7]=1)O.C1(P(C2CCCCC2)[C:19]2[C:24]([O:25][CH3:26])=[CH:23][C:22](OC)=[CH:21][C:20]=2OC)CCCCC1.[C:37](=[O:40])([O-])[O-:38].[K+].[K+]>C1(C)C=CC=CC=1.C([O-])(=O)C.[Pd+2].C([O-])(=O)C>[CH3:11][C:6]1[C:37](=[O:40])[O:38][CH:8]([C:6]2[CH:7]=[CH:8][CH:9]=[CH:10][CH:11]=2)[C:7]=1[C:19]1[CH:20]=[CH:21][CH:22]=[CH:23][C:24]=1[O:25][CH3:26] |f:2.3.4,6.7.8|. Reported procedure: This reaction is carried out in the same manner as the reaction in example 4. The difference is that 3-methyl-4-chloride-5-phenyl-2(5H)— furanone (42.0 mg, 0.2 mmol), methoxyphenyl boronic acid (46.5 mg, 97%, 0.3 mmol), palladium acetate (2.3 mg, 0.01 mmol), dicyclohexyl(2,4,6-trimethoxyphenyl)phosphine (7.3 mg, 0.02 mmol), potassium carbonate (82.3 mg, 0.6 mmol) are reacted in 1 mL of toluene at 110° C. for 35 minutes and 3-methyl-4-(methoxyphenyl)-5-phenyl-2(5H)— furanone is obtained. The yiel... The yield is 95.1%. Reported procedure: A solution of the product of step (a) (5.7 g) in methanol (120 ml) was hydrogenolysed over 10% palladium on carbon (0.5 g) until hydrogen uptake ceased (1 hour). Activated charcoal was added and the mixture was stirred, filtered through diatomaceous earth and concentrated to give 4-(t-butoxycarbonylaminomethyl)benzoylhydrazine (3.6 g) as a colourless solid; m.p. (from toluene) 114°-116° C.; NMR Spectrum 1.4 (9H, s); 3.2-4.0 (2H, br s); 4.2 (2H, s); 7.3 (2H, d); 7.4 (1H, t); 7.8 (2H, d); 9.7 (1H,... The reagents and catalysts are [Pd] (palladium on carbon). Reaction SMILES: [C:1]([O:5][C:6]([NH:8][CH2:9][C:10]1[CH:29]=[CH:28][C:13]([C:14]([NH:16][NH:17]C(OCC2C=CC=CC=2)=O)=[O:15])=[CH:12][CH:11]=1)=[O:7])([CH3:4])([CH3:3])[CH3:2].[H][H].C>CO.[Pd]>[C:1]([O:5][C:6]([NH:8][CH2:9][C:10]1[CH:11]=[CH:12][C:13]([C:14]([NH:16][NH2:17])=[O:15])=[CH:28][CH:29]=1)=[O:7])([CH3:4])([CH3:2])[CH3:3]. Yields the product C(C)(C)(C)OC(=O)NCC1=CC=C(C(=O)NN)C=C1 (4-(t-butoxycarbonylaminomethyl)benzoylhydrazine). Reactants: C(C)(C)(C)OC(=O)NCC1=CC=C(C(=O)NNC(=O)OCC2=CC=CC=C2)C=C1 (benzyl 3-(4-t-butoxycarbonylaminomethylbenzoyl)carbazate), [H][H] (hydrogen), C (charcoal). The solvent is CO (methanol).